Dataset: the Open Reaction Database (ORD), a public repository of structured organic reaction records. Task: describe an organic reaction: reactants, conditions, products, and yield Reactants: S1CCC(CC1)=O (tetrahydrothiopyran-4-one), N1CCOCC1 (morpholine), C1(=CC=CC=C1)C (toluene), O (water). The reagents and catalysts are C1(=CC=C(C=C1)S(=O)(=O)O)C (p-toluenesulphonic acid). Reaction conditions: temperature 120 celsius. Yields the product C(C)C1=CC(C2=C(O1)CCSC2)=O (7,8-dihydro-2-ethyl-thiopyrano[4,3-b]pyran-4(5H)-one). RXN SMILES: [S:1]1[CH2:6][CH2:5][C:4](=[O:7])[CH2:3][CH2:2]1.N1[CH2:13][CH2:12][O:11]CC1.O.[C:15]1(C)[CH:20]=CC=C[CH:16]=1>C1(C)C=CC(S(O)(=O)=O)=CC=1>[CH2:15]([C:20]1[O:7][C:4]2[CH2:3][CH2:2][S:1][CH2:6][C:5]=2[C:12](=[O:11])[CH:13]=1)[CH3:16]. Procedure details: A solution of tetrahydrothiopyran-4-one (20.0 g), morpholine (15.0 g) and p-toluenesulphonic acid (200 mg) in toluene (100 ml) was heated under reflux for 24 hours with azeotropic removal of water. Volatile material was removed by evaporation and the residue was heated with 5-(1-hydroxypropylidene)-2,2-dimethyl-1,3-dioxane-4,6-dione (68 g) at 120° C. for 3 hours. The mixture was dissolved in dichloromethane (300 ml) and the solution was washed with 2M sodium hydroxide solution (2×100 ml), water ... Reactants: C1CCOC1, CO, [Cl-], Cc1cc(Oc2ccc(F)cc2C#N)ccc1[N+](=O)[O-], [NH4+], [Zn]. Yields the product Cc1cc(Oc2ccc(F)cc2C#N)ccc1N. RXN SMILES: [CH2:26]1[O:27][CH2:28][CH2:29][CH2:30]1.[CH3:24][OH:25].[Cl-:21].[F:1][c:2]1[cH:3][cH:4][c:5]([O:10][c:11]2[cH:12][c:13]([CH3:20])[c:14]([N+:17]([O-:18])=[O:19])[cH:15][cH:16]2)[c:6]([C:7]#[N:8])[cH:9]1.[NH4+:22].[Zn:23]>>[F:1][c:2]1[cH:3][cH:4][c:5]([O:10][c:11]2[cH:12][c:13]([CH3:20])[c:14]([NH2:17])[cH:15][cH:16]2)[c:6]([C:7]#[N:8])[cH:9]1. Reactants: NCc1ccc2c(c1)N(C1CCN(Cc3ccccc3)CC1)CC2, CC(=O)Cl. Reaction SMILES: [CH2:1]([c:2]1[cH:3][cH:4][cH:5][cH:6][cH:7]1)[N:8]1[CH2:9][CH2:10][CH:11]([N:14]2[CH2:15][CH2:16][c:17]3[cH:18][cH:19][c:20]([CH2:23][NH2:24])[cH:21][c:22]32)[CH2:12][CH2:13]1.[CH3:25][C:26]([Cl:27])=[O:28]>>[CH2:1]([c:2]1[cH:3][cH:4][cH:5][cH:6][cH:7]1)[N:8]1[CH2:9][CH2:10][CH:11]([N:14]2[CH2:15][CH2:16][c:17]3[cH:18][cH:19][c:20]([CH2:23][NH:24][C:26]([CH3:25])=[O:28])[cH:21][c:22]32)[CH2:12][CH2:13]1. Yields the product CC(=O)NCc1ccc2c(c1)N(C1CCN(Cc3ccccc3)CC1)CC2. Reactants: CCOC(=O)c1c[nH]c2cc(C)c(OC)cc2c1=O, [Na+], [OH-]. Yields the product COc1cc2c(=O)c(C(=O)O)c[nH]c2cc1C. Reaction SMILES: [CH3:1][O:2][c:3]1[cH:4][c:5]2[c:6](=[O:19])[c:7]([C:14](=[O:15])[O:16][CH2:17][CH3:18])[cH:8][nH:9][c:10]2[cH:11][c:12]1[CH3:13].[Na+:21].[OH-:20]>>[CH3:1][O:2][c:3]1[cH:4][c:5]2[c:6](=[O:19])[c:7]([C:14](=[O:15])[OH:16])[cH:8][nH:9][c:10]2[cH:11][c:12]1[CH3:13].